describe an organic reaction: reactants, conditions, products, and yield From a dataset of the Open Reaction Database (ORD), a public repository of structured organic reaction records. Starting materials: C(C)N(C(C)C)C(C)C (N-ethyl-N-isopropylpropan-2-amine), OCC1=CC2=C(C=3N(C(N2)=O)C=CC3)N=C1 (3-(hydroxymethyl)pyrido[2,3-e]pyrrolo[1,2-c]pyrimidin-6(5H)-one), CNC(C1=CC=C(C=C1)N1CCNCC1)=O (N-methyl-4-(piperazin-1-yl)benzamide), [I-].C(#N)C[P+](C)(C)C ((cyanomethyl)trimethylphosphonium iodide). Solvent: C(CC)#N (Propiononitrile). Reaction conditions: temperature 95 celsius, time 2 hour. Product: CNC(C1=CC=C(C=C1)N1CCN(CC1)CC1=CC2=C(C=3N(C(N2)=O)C=CC3)N=C1)=O (N-methyl-4-(4-((6-oxo-5,6-dihydropyrido[2,3-e]pyrrolo[1,2-c]pyrimidin-3-yl)methyl)piperazin-1-yl)benzamide). The yield is 87.3%. RXN SMILES: O[CH2:2][C:3]1[CH:16]=[N:15][C:6]2[C:7]3[N:8]([CH:12]=[CH:13][CH:14]=3)[C:9](=[O:11])[NH:10][C:5]=2[CH:4]=1.[CH3:17][NH:18][C:19](=[O:32])[C:20]1[CH:25]=[CH:24][C:23]([N:26]2[CH2:31][CH2:30][NH:29][CH2:28][CH2:27]2)=[CH:22][CH:21]=1.[I-].C(C[P+](C)(C)C)#N.C(N(C(C)C)C(C)C)C>C(#N)CC>[CH3:17][NH:18][C:19](=[O:32])[C:20]1[CH:21]=[CH:22][C:23]([N:26]2[CH2:31][CH2:30][N:29]([CH2:2][C:3]3[CH:16]=[N:15][C:6]4[C:7]5[N:8]([CH:12]=[CH:13][CH:14]=5)[C:9](=[O:11])[NH:10][C:5]=4[CH:4]=3)[CH2:28][CH2:27]2)=[CH:24][CH:25]=1 |f:2.3|. Procedure details: To a suspension of 3-(hydroxymethyl)pyrido[2,3-e]pyrrolo[1,2-c]pyrimidin-6(5H)-one (90.00 mg, 0.418 mmol), N-methyl-4-(piperazin-1-yl)benzamide (115 mg, 0.523 mmol) and (cyanomethyl)trimethylphosphonium iodide (163 mg, 0.669 mmol) in Propiononitrile (Volume: 2.00 mL) was added N-ethyl-N-isopropylpropan-2-amine (0.364 mL, 2.091 mmol) at 23° C. The reaction was stirred at 95° C. for 2 hr. The suspension was cooled to 40° C., filtered warm, rinsed with ACN (3×1 mL) and dried in vacuo to provide N-m... The reactants are C([O-])([O-])=O.[K+].[K+] (potassium carbonate), OC=1C=C2C(=CNC2=CC1)C(C)C (5-hydroxy-3-isopropylindole), ClC1=CC=C(C=O)C(=C1Cl)Cl (4,5,6-trichlorobenzaldehyde). The solvent is CS(=O)C (DMSO). Conditions: time 10 minute. Yields the product C(C)(C)C1=CNC2=CC=C(C=C12)OC1=C(C=C(C=O)C=C1Cl)Cl (4-(3-Isopropyl-1H-indol-5-yloxy)-3,5-dichloro-benzaldehyde). Reaction SMILES: [OH:1][C:2]1[CH:3]=[C:4]2[C:8](=[CH:9][CH:10]=1)[NH:7][CH:6]=[C:5]2[CH:11]([CH3:13])[CH3:12].[C:14](=[O:17])([O-])[O-].[K+].[K+].[Cl:20][C:21]1[C:28](Cl)=[C:27]([Cl:30])[C:24](C=O)=[CH:23][CH:22]=1>CS(C)=O>[CH:11]([C:5]1[C:4]2[C:8](=[CH:9][CH:10]=[C:2]([O:1][C:28]3[C:21]([Cl:20])=[CH:22][C:23]([CH:14]=[O:17])=[CH:24][C:27]=3[Cl:30])[CH:3]=2)[NH:7][CH:6]=1)([CH3:13])[CH3:12] |f:1.2.3|. Procedure details: Analogously to the procedure of Example V, 10.0 g (57.07 mmol) of 5-hydroxy-3-isopropylindole are dissolved in 300 ml of DMSO, 8.68 g (62.77 mmol) of potassium carbonate are added, the mixture is stirred for 10 min at room temperature and 11.95 g (57.07 mmol) of 4,5,6-trichlorobenzaldehyde are introduced in portions, and the mixture is additionally stirred for 2 hours at room temperature and 2 hours at 50° C. After quenching with ethyl acetate/ammonium chloride solution and silica gel chromatogr...